Dataset: the Open Reaction Database (ORD), a public repository of structured organic reaction records. Task: describe an organic reaction: reactants, conditions, products, and yield Reactants: ClCCC=1C=C2CC(NC2=CC1Cl)=O (5-(2-chloroethyl)-6-chloro-oxindole), S1N=C(C2=C1C=CC=C2)N2CCNCC2 (1-(1,2-benzisothiazol-3-yl)piperazine), C=1C=CC2=C(C1)C(=NS2)N3CCN(CC3)CCC=4C=C5C(=CC4Cl)NC(=O)C5.Cl (ziprasidone hydrochloride). Run in C([O-])([O-])=O.[Na+].[Na+] (sodium carbonate). Reaction conditions: temperature 20 celsius. Yields the product C=1C=CC2=C(C1)C(=NS2)N3CCN(CC3)CCC=4C=C5C(=CC4Cl)NC(=O)C5 (ziprasidone). As a reaction SMILES: [CH:1]1[CH:2]=[CH:3][C:4]2[S:9][N:8]=[C:7]([N:10]3[CH2:15][CH2:14][N:13]([CH2:16][CH2:17][C:18]4[CH:19]=[C:20]5[CH2:28][C:26](=[O:27])[NH:25][C:21]5=[CH:22][C:23]=4[Cl:24])[CH2:12][CH2:11]3)[C:5]=2[CH:6]=1.Cl.ClCCC1C=C2C(=CC=1Cl)NC(=O)C2.S1C2C=CC=CC=2C(N2CCNCC2)=N1>C(=O)([O-])[O-].[Na+].[Na+]>[CH:1]1[CH:2]=[CH:3][C:4]2[S:9][N:8]=[C:7]([N:10]3[CH2:11][CH2:12][N:13]([CH2:16][CH2:17][C:18]4[CH:19]=[C:20]5[CH2:28][C:26](=[O:27])[NH:25][C:21]5=[CH:22][C:23]=4[Cl:24])[CH2:14][CH2:15]3)[C:5]=2[CH:6]=1 |f:0.1,4.5.6|. Procedure details: U.S. Pat. No. 5,312,925 discloses a process for the preparation of ziprasidone hydrochloride, which involves heating to reflux a mixture of 5-(2-chloroethyl)-6-chloro-oxindole and 1-(1,2-benzisothiazol-3-yl)piperazine in aqueous sodium carbonate for 14 hours, followed by cooling to 20° C. and filtration. The wet product is re-slurried in isopropyl alcohol and filtered, washed with fresh isopropyl alcohol followed by drying under vacuum to get ziprasidone base. The base is then treated with aqueo... The reactants are CCOC(=O)C=Cc1ccc([Se]c2ccc3c(c2)C(C)(C)CC=C3c2ccc(C)cc2)cc1, [Li+], [OH-], O. The product is Cc1ccc(C2=CCC(C)(C)c3cc([Se]c4ccc(C=CC(=O)O)cc4)ccc32)cc1. RXN SMILES: [CH3:1][C:2]1([CH3:33])[CH2:3][CH:4]=[C:5]([c:26]2[cH:27][cH:28][c:29]([CH3:32])[cH:30][cH:31]2)[c:6]2[cH:7][cH:8][c:9]([Se:12][c:13]3[cH:14][cH:15][c:16]([CH:19]=[CH:20][C:21](=[O:22])[O:23][CH2:24][CH3:25])[cH:17][cH:18]3)[cH:10][c:11]21.[Li+:36].[OH-:35].[OH2:34]>>[CH3:1][C:2]1([CH3:33])[CH2:3][CH:4]=[C:5]([c:26]2[cH:27][cH:28][c:29]([CH3:32])[cH:30][cH:31]2)[c:6]2[cH:7][cH:8][c:9]([Se:12][c:13]3[cH:14][cH:15][c:16]([CH:19]=[CH:20][C:21](=[O:22])[OH:23])[cH:17][cH:18]3)[cH:10][c:11]21. The reactants are BrC1=CC(=CC=C1)Br (1,3-dibromobenzene), N1C[C@H](CC1)O ((S)-pyrrolidin-3-ol), BrC=1SC(=C(N1)C(NC=1C=NN(C1)C)=O)NC(OC(C)(C)C)=O (tert-butyl 2-bromo-4-(1-methyl-1H-pyrazol-4-ylcarbamoyl)thiazol-5-ylcarbamate). The product is O[C@@H]1CN(CC1)C=1C=C(C=CC1)C=1SC(=C(N1)C(NC=1C=NN(C1)C)=O)NC(OC(C)(C)C)=O ((S)-tert-butyl 2-(3-(3-hydroxypyrrolidin-1-yl)phenyl)-4-(1-methyl-1H-pyrazol-4-ylcarbamoyl)thiazol-5-ylcarbamate). Yield: 40.0%. As a reaction SMILES: Br[C:2]1[CH:7]=[CH:6][CH:5]=[C:4](Br)[CH:3]=1.[NH:9]1[CH2:13][CH2:12][C@H:11]([OH:14])[CH2:10]1.Br[C:16]1[S:17][C:18]([NH:30][C:31](=[O:37])[O:32][C:33]([CH3:36])([CH3:35])[CH3:34])=[C:19]([C:21](=[O:29])[NH:22][C:23]2[CH:24]=[N:25][N:26]([CH3:28])[CH:27]=2)[N:20]=1>>[OH:14][C@H:11]1[CH2:12][CH2:13][N:9]([C:4]2[CH:3]=[C:2]([C:16]3[S:17][C:18]([NH:30][C:31](=[O:37])[O:32][C:33]([CH3:35])([CH3:34])[CH3:36])=[C:19]([C:21](=[O:29])[NH:22][C:23]4[CH:24]=[N:25][N:26]([CH3:28])[CH:27]=4)[N:20]=3)[CH:7]=[CH:6][CH:5]=2)[CH2:10]1. Procedure: Following the procedure for Example 273 starting with 1,3-dibromobenzene and (S)-pyrrolidin-3-ol and tert-butyl 2-bromo-4-(1-methyl-1H-pyrazol-4-ylcarbamoyl)thiazol-5-ylcarbamate gave (S)-tert-butyl 2-(3-(3-hydroxypyrrolidin-1-yl)phenyl)-4-(1-methyl-1H-pyrazol-4-ylcarbamoyl)thiazol-5-ylcarbamate as a yellow solid (110 mg, 40%). LCMS (ES+) m/z 485 (M+1) The reactants are [H-].[Na+] (NaH), BrC1=CC=C(C=C1)N1C(=NN=C1)O (4-(4-Bromophenyl)-4H-1,2,4-triazol-3-ol), C[Si](CCOCCl)(C)C (2-(trimethylsilyl)ethoxymethyl chloride). The solvent is CN(C)C=O (DMF). Run at time 1 hour. The product is BrC1=CC=C(C=C1)N1C=NN(C1=O)COCC[Si](C)(C)C (4-(4-Bromophenyl)-1-((2-(trimethylsilyl)ethoxy)methyl)-1H-1,2,4-triazol-5(4H)-one). As a reaction SMILES: [H-].[Na+].[Br:3][C:4]1[CH:9]=[CH:8][C:7]([N:10]2[CH:14]=[N:13][N:12]=[C:11]2[OH:15])=[CH:6][CH:5]=1.[CH3:16][Si:17]([CH3:24])([CH3:23])[CH2:18][CH2:19][O:20][CH2:21]Cl>CN(C=O)C>[Br:3][C:4]1[CH:5]=[CH:6][C:7]([N:10]2[C:11](=[O:15])[N:12]([CH2:21][O:20][CH2:19][CH2:18][Si:17]([CH3:24])([CH3:23])[CH3:16])[N:13]=[CH:14]2)=[CH:8][CH:9]=1 |f:0.1|. Procedure details: To dry NaH (360 mg, 15.0 mmol) under an Argon atmosphere was added dropwise a solution of compound 82a (1.92 g, 6.80 mmol; based on 85% purity) in anhydrous DMF (20 mL). After stirring at room temperature for 1 h, the mixture was cooled to 0° C. and 2-(trimethylsilyl)ethoxymethyl chloride (3.07 mL, 17.0 mmol) was added dropwise over 2 min. The mixture was stirred at room temperature for 1.5 h. The mixture was quenched carefully with 1 mL of saturated aqueous NH4Cl and poured into water (150 mL).... Starting materials: [H][H] (hydrogen), [N+](=O)([O-])C12CC3(CC(CC(C1)C3)C2)[N+](=O)[O-] (1,3-dinitroadamantane). Product: NC12CC3(CC(CC(C1)C3)C2)N (1,3-diaminoadamantane). The yield is 95.0%. As a reaction SMILES: [H][H].[N+:3]([C:6]12[CH2:15][CH:10]3[CH2:11][CH:12]([CH2:14][C:8]([N+:16]([O-])=O)([CH2:9]3)[CH2:7]1)[CH2:13]2)([O-])=O>>[NH2:3][C:6]12[CH2:15][CH:10]3[CH2:11][CH:12]([CH2:14][C:8]([NH2:16])([CH2:9]3)[CH2:7]1)[CH2:13]2. Procedure: To an autoclave, 10 mmole of 1,3-dinitroadamantane obtained by the method of Example 16, 5% Pd-C (10 mole % of Pd relative to a substrate), 1 ml of dilute hydrochloric acid and 10 ml of methanol were charged. The mixture was stirred for 2 hours at 80° C. in an atmosphere of hydrogen at 30 atm. As a result, the conversion of 1,3-dinitroadamantane was 99%, and 1,3-diaminoadamantane (yield 95%) was formed. RXN SMILES: [CH2:1]([c:2]1[cH:3][cH:4][cH:5][cH:6][cH:7]1)[O:8][c:9]1[n:10][nH:11][cH:12][c:13]1-[c:14]1[cH:15][cH:16][c:17]([C:18](=[O:19])[NH2:20])[cH:21][cH:22]1.[CH3:36][N:37]([CH3:38])[CH:39]=[O:40].[Cl:26][CH2:27][CH2:28][N:29]1[CH2:30][CH2:31][CH2:32][CH2:33][CH2:34]1.[ClH:25].[H-:23].[Na+:24].[OH2:35]>>[CH2:1]([c:2]1[cH:3][cH:4][cH:5][cH:6][cH:7]1)[O:8][c:9]1[n:10][n:11]([CH2:27][CH2:28][N:29]2[CH2:30][CH2:31][CH2:32][CH2:33][CH2:34]2)[cH:12][c:13]1-[c:14]1[cH:15][cH:16][c:17]([C:18](=[O:19])[NH2:20])[cH:21][cH:22]1. Reactants: NC(=O)c1ccc(-c2c[nH]nc2OCc2ccccc2)cc1, CN(C)C=O, ClCCN1CCCCC1, Cl, [H-], [Na+], O. Product: NC(=O)c1ccc(-c2cn(CCN3CCCCC3)nc2OCc2ccccc2)cc1.